From a dataset of the Open Reaction Database (ORD), a public repository of structured organic reaction records. describe an organic reaction: reactants, conditions, products, and yield Reactants: Cc1c(C(=O)O)c2ccccc2n1C, Cc1nc(C(=O)N2C(CN)CC3CC32)c(-c2cccc(F)c2)s1. Yields the product Cc1nc(C(=O)N2C(CNC(=O)c3c(C)n(C)c4ccccc34)CC3CC32)c(-c2cccc(F)c2)s1. Reaction SMILES: [CH3:24][n:25]1[c:26]([CH3:37])[c:27]([C:34](=[O:35])[OH:36])[c:28]2[cH:29][cH:30][cH:31][cH:32][c:33]12.[NH2:1][CH2:2][CH:3]1[N:4]([C:9](=[O:10])[c:11]2[n:12][c:13]([CH3:23])[s:14][c:15]2-[c:16]2[cH:17][c:18]([F:22])[cH:19][cH:20][cH:21]2)[CH:5]2[CH2:6][CH:7]2[CH2:8]1>>[NH:1]([CH2:2][CH:3]1[N:4]([C:9](=[O:10])[c:11]2[n:12][c:13]([CH3:23])[s:14][c:15]2-[c:16]2[cH:17][c:18]([F:22])[cH:19][cH:20][cH:21]2)[CH:5]2[CH2:6][CH:7]2[CH2:8]1)[C:34]([c:27]1[c:26]([CH3:37])[n:25]([CH3:24])[c:33]2[c:28]1[cH:29][cH:30][cH:31][cH:32]2)=[O:35]. Reactants: O=C([O-])[O-], Cc1ccc(O)cc1, NS(=O)(=O)c1cc(C(=O)O)cc([N+](=O)[O-])c1Cl, Cl, [K+], [K+], O. The product is Cc1ccc(Oc2c([N+](=O)[O-])cc(C(=O)O)cc2S(N)(=O)=O)cc1. Reaction SMILES: [C:1](=[O:2])([O-:3])[O-:4].[CH3:7][c:8]1[cH:9][cH:10][c:11]([OH:12])[cH:13][cH:14]1.[Cl:15][c:16]1[c:17]([S:28](=[O:29])(=[O:30])[NH2:31])[cH:18][c:19]([C:25](=[O:26])[OH:27])[cH:20][c:21]1[N+:22](=[O:23])[O-:24].[ClH:32].[K+:5].[K+:6].[OH2:33]>>[CH3:7][c:8]1[cH:9][cH:10][c:11]([O:12][c:16]2[c:17]([S:28](=[O:29])(=[O:30])[NH2:31])[cH:18][c:19]([C:25](=[O:26])[OH:27])[cH:20][c:21]2[N+:22](=[O:23])[O-:24])[cH:13][cH:14]1. The reactants are P(=O)(Br)(Br)Br (phosphorus oxybromide), OC=1N=C2N(C=CC=C2)C1 (2-hydroxyimidazo[1,2-a]pyridine), N (ammonia). Run in ice water. Conditions: temperature 90 celsius, time 3 hour. Product: BrC=1N=C2N(C=CC=C2)C1 (2-Bromoimidazo[1,2-a]pyridine). Isolated yield 19.9%. Reaction SMILES: P(Br)(Br)([Br:3])=O.O[C:7]1[N:8]=[C:9]2[CH:14]=[CH:13][CH:12]=[CH:11][N:10]2[CH:15]=1.N>>[Br:3][C:7]1[N:8]=[C:9]2[CH:14]=[CH:13][CH:12]=[CH:11][N:10]2[CH:15]=1. Procedure details: To 44.0 g of melted phosphorus oxybromide, 12.0 g of 2-hydroxyimidazo[1,2-a]pyridine is added at 60°-85° C. and stirred for 3 hours at 90° C. The mixture is poured into 300 ml of ice water, neutralized with aqueous ammonia and then extracted with chloroform. The collected chloroform layer is dried over anhydrous sodium sulfate. Chloroform is distilled off and the residue is purified by silica gel chromatography (eluent: chloroform) to obtain 3.5 g of the title compound as a crystalline solid. Starting materials: C1(=CC=CC=C1)[PH+](C1=CC=CC=C1)C1=CC=CC=C1 (triphenylphosphonium), COC=1C=C(CBr)C=C(C1OC)OC (3,4,5-trimethoxybenzyl bromide). Run in C1(=CC=CC=C1)C (toluene), C1(=CC=CC=C1)C (toluene). Reaction conditions: time 24 hour. Product: [Br-].COC=1C=C(C[P+](C2=CC=CC=C2)(C2=CC=CC=C2)C2=CC=CC=C2)C=C(C1OC)OC (3,4,5-trimethoxy-benzyltriphenylphosphonium bromide). RXN SMILES: [C:1]1([PH+:7]([C:14]2[CH:19]=[CH:18][CH:17]=[CH:16][CH:15]=2)[C:8]2[CH:13]=[CH:12][CH:11]=[CH:10][CH:9]=2)[CH:6]=[CH:5][CH:4]=[CH:3][CH:2]=1.[CH3:20][O:21][C:22]1[CH:23]=[C:24]([CH:27]=[C:28]([O:32][CH3:33])[C:29]=1[O:30][CH3:31])[CH2:25][Br:26]>C1(C)C=CC=CC=1>[Br-:26].[CH3:33][O:32][C:28]1[CH:27]=[C:24]([CH:23]=[C:22]([O:21][CH3:20])[C:29]=1[O:30][CH3:31])[CH2:25][P+:7]([C:1]1[CH:2]=[CH:3][CH:4]=[CH:5][CH:6]=1)([C:8]1[CH:13]=[CH:12][CH:11]=[CH:10][CH:9]=1)[C:14]1[CH:15]=[CH:16][CH:17]=[CH:18][CH:19]=1 |f:3.4|. Procedure details: A solution of triphenylphosphonium (4.2 g) in toluene (10 mL) was added to a stirred solution of 3,4,5-trimethoxybenzyl bromide (4.0 g) in toluene (15 mL) and stirring was continued for 24 hours. The phosphonium bromide that separated (8.0 g, 99%) was collected and dried under vacuum, mp 223-4 (lit 222°-23° C.). Reactants: N#CCBr, O=C([O-])[O-], Oc1c(Cl)ccc2c1c1ccccc1n2Cc1ccccc1, [K+], [K+], CN(C)C=O. Yields the product N#CCOc1c(Cl)ccc2c1c1ccccc1n2Cc1ccccc1. As a reaction SMILES: [Br:23][CH2:24][C:25]#[N:26].[C:27](=[O:28])([O-:29])[O-:30].[CH2:1]([c:2]1[cH:3][cH:4][cH:5][cH:6][cH:7]1)[n:8]1[c:9]2[cH:10][cH:11][cH:12][cH:13][c:14]2[c:15]2[c:16]([OH:22])[c:17]([Cl:21])[cH:18][cH:19][c:20]12.[K+:31].[K+:32].[O:33]=[CH:34][N:35]([CH3:36])[CH3:37]>>[CH2:1]([c:2]1[cH:3][cH:4][cH:5][cH:6][cH:7]1)[n:8]1[c:9]2[cH:10][cH:11][cH:12][cH:13][c:14]2[c:15]2[c:16]([O:22][CH2:24][C:25]#[N:26])[c:17]([Cl:21])[cH:18][cH:19][c:20]12.